Task: describe an organic reaction: reactants, conditions, products, and yield. Dataset: the Open Reaction Database (ORD), a public repository of structured organic reaction records Reactants: NC=1C(=CC(=C(C1)N1C=C(C(C2=CC(=C(C(=C12)OC(C)C)F)F)=O)C(=O)O)F)F (1-(5-Amino-2,4-difluorophenyl)-6,7-difluoro-8-isopropyloxy-4-oxo-1,4-dihydroquinoline-3-carboxylic acid), aqueous solution, CN (methylamine). Run at time 24 hour. Yields the product NC=1C(=CC(=C(C1)N1C=C(C(C2=CC(=C(C(=C12)OC(C)C)NC)F)=O)C(=O)O)F)F (1-(5-Amino-2,4-difluorophenyl)-6-fluoro-8-isopropyloxy-7-methylamino-4-oxo-1,4-dihydroquinoline-3-carboxylic Acid). Reaction SMILES: [NH2:1][C:2]1[C:3]([F:29])=[CH:4][C:5]([F:28])=[C:6]([N:8]2[C:17]3[C:12](=[CH:13][C:14]([F:23])=[C:15](F)[C:16]=3[O:18][CH:19]([CH3:21])[CH3:20])[C:11](=[O:24])[C:10]([C:25]([OH:27])=[O:26])=[CH:9]2)[CH:7]=1.[CH3:30][NH2:31]>>[NH2:1][C:2]1[C:3]([F:29])=[CH:4][C:5]([F:28])=[C:6]([N:8]2[C:17]3[C:12](=[CH:13][C:14]([F:23])=[C:15]([NH:31][CH3:30])[C:16]=3[O:18][CH:19]([CH3:21])[CH3:20])[C:11](=[O:24])[C:10]([C:25]([OH:27])=[O:26])=[CH:9]2)[CH:7]=1. Procedure: 1-(5-Amino-2,4-difluorophenyl)-6,7-difluoro-8-isopropyloxy-4-oxo-1,4-dihydroquinoline-3-carboxylic acid (100 mg) was added to a 40% aqueous solution (2.1 g) of methylamine, and the mixture was left to stand for 24 hours at about 55° C. The reaction mixture was concentrated under reduced pressure. Diisopropyl ether (0.5 ml) was added to the residue, and deposits were separated by filtration. The filtrate was concentrated under reduced pressure. Ethanol (about 0.1 ml) was added to the resultant re... Reactants: [Al+3], [H-], [H-], [H-], [H-], [Li+], Nc1ccc(C2CNC(=O)CS2)cc1, [Na+], [Na+], O=S(=O)([O-])[O-], C1CCOC1. Yields the product Nc1ccc(C2CNCCS2)cc1. As a reaction SMILES: [Al+3:16].[H-:15].[H-:18].[H-:19].[H-:20].[Li+:17].[NH2:1][c:2]1[cH:3][cH:4][c:5]([CH:8]2[CH2:9][NH:10][C:11](=[O:14])[CH2:12][S:13]2)[cH:6][cH:7]1.[Na+:21].[Na+:22].[O-:23][S:24]([O-:25])(=[O:26])=[O:27].[O:28]1[CH2:29][CH2:30][CH2:31][CH2:32]1>>[NH2:1][c:2]1[cH:3][cH:4][c:5]([CH:8]2[CH2:9][NH:10][CH2:11][CH2:12][S:13]2)[cH:6][cH:7]1.